Task: describe an organic reaction: reactants, conditions, products, and yield. Dataset: the Open Reaction Database (ORD), a public repository of structured organic reaction records Starting materials: N1C=C(C2=CC=CC=C12)C(=O)OC (methyl indole-3-carboxylate), N12CCN(CC1)CC2 (1,4-diazabicyclo[2.2.2]octane), ClN1C(CCC1=O)=O (N-Chlorosuccinimide), CS(=O)(=O)O (methane sulphonic acid), ClCCCO (3-chloropropanol), C([O-])([O-])=O.[Na+].[Na+] (Sodium carbonate). Solvent: ClCCl (dichloromethane), ClCCl (dichloromethane). Conditions: temperature 0 celsius, time 10 minute. Yields the product ClCCCOC=1NC2=CC=CC=C2C1C(=O)OC (methyl 2-(3-chloropropoxy)-indole-3-carboxylate). Yield: 55.2%. Reaction SMILES: [Cl:1][CH2:2][CH2:3][CH2:4][OH:5].[NH:6]1[C:14]2[C:9](=[CH:10][CH:11]=[CH:12][CH:13]=2)[C:8]([C:15]([O:17][CH3:18])=[O:16])=[CH:7]1.N12CCN(CC1)CC2.ClN1C(=O)CCC1=O.CS(O)(=O)=O.C(=O)([O-])[O-].[Na+].[Na+]>ClCCl>[Cl:1][CH2:2][CH2:3][CH2:4][O:5][C:7]1[NH:6][C:14]2[C:9]([C:8]=1[C:15]([O:17][CH3:18])=[O:16])=[CH:10][CH:11]=[CH:12][CH:13]=2 |f:5.6.7|. Procedure: Method B A solution of 3-chloropropanol (142.47 g, 1.51 mole) in dichloromethane (1200 ml) was cooled to -20° C. In a second vessel dichloromethane (1300 ml), methyl indole-3-carboxylate (240.0 g, 1.37 mole) and 1,4-diazabicyclo[2.2.2]octane (84.52 g 0.75 mole) were cooled to 0° C. N-Chlorosuccinimide (201.22 g 1.51 mole) was added to the second vessel and stirred at 0° C. for 10 minutes. In the meantime methane sulphonic acid (10.56 ml) was added to the first vessel. The solution in the second ... Reactants: C(C)(C)(C)C=1C=C(C=C2C(NCC2)=O)C=C(C1O)C(C)(C)C (3-(3,5-di-tert-butyl-4-hydroxybenzylidene)pyrrolidin-2-one), [H-].[Na+] (sodium hydride), CN(C)C=O (DMF), ice water, C(N)(OC1=C(C=CC=C1)N1CCOCC1)=O (Morpholinophenyl carbamate). Run at time 30 minute. The product is O1CCN(CC1)C(=O)N1C(C(CC1)=CC1=CC(=C(C(=C1)C(C)(C)C)O)C(C)(C)C)=O (1-morpholinocarbonyl-3-(3,5-di-tert-butyl-4-hydroxybenzylidene)pyrrolidin-2-one). Yield: 90.0%. Reaction SMILES: [C:1]([C:5]1[CH:6]=[C:7]([CH:15]=[C:16]([C:19]([CH3:22])([CH3:21])[CH3:20])[C:17]=1[OH:18])[CH:8]=[C:9]1[CH2:13][CH2:12][NH:11][C:10]1=[O:14])([CH3:4])([CH3:3])[CH3:2].[H-].[Na+].C(=O)(OC1C=CC=C[C:29]=1[N:34]1[CH2:39][CH2:38][O:37][CH2:36][CH2:35]1)N.CN(C=[O:45])C>>[O:37]1[CH2:38][CH2:39][N:34]([C:29]([N:11]2[CH2:12][CH2:13][C:9](=[CH:8][C:7]3[CH:6]=[C:5]([C:1]([CH3:4])([CH3:3])[CH3:2])[C:17]([OH:18])=[C:16]([C:19]([CH3:22])([CH3:21])[CH3:20])[CH:15]=3)[C:10]2=[O:14])=[O:45])[CH2:35][CH2:36]1 |f:1.2|. Procedure: To a solution of 3-(3,5-di-tert-butyl-4-hydroxybenzylidene)pyrrolidin-2-one (241 mg, 0.8 mmole) dissolved into DMF (2.4 ml), sodium hydride (60% in mineral oil, 96 mg, 2.4 mmole) was added under ice-cooling under nitrogen atmosphere with stirring for 30 min. Morpholinophenyl carbamate (249 mg, 1.2 mmole) was added thereto and the mixture was allowed to stand at room temperature for 4 hours. The reactant was poured into ice-water, and extracted with ethyl acetate. The organic layer was washed wit... Reactants: C([O-])(O)=O.[Na+] (sodium bicarbonate), COC1=CC=C(C=C1)C=1OC(=C(N1)COC1=CC(=CC=C1)[N+](=O)[O-])C (2-(4-methoxyphenyl)-5-methyl-4-[(3-nitrophenoxy)methyl]oxazole), stannous chloride dihydrate, ice water. Run in C(C)O (ethanol). Product: COC1=CC=C(C=C1)C=1OC(=C(N1)COC=1C=C(C=CC1)N)C (3-[[2-(4-Methoxyphenyl)-5-methyl-4-oxazolyl]methoxy]benzenamine). Isolated yield 6.8%. As a reaction SMILES: [CH3:1][O:2][C:3]1[CH:8]=[CH:7][C:6]([C:9]2[O:10][C:11]([CH3:25])=[C:12]([CH2:14][O:15][C:16]3[CH:21]=[CH:20][CH:19]=[C:18]([N+:22]([O-])=O)[CH:17]=3)[N:13]=2)=[CH:5][CH:4]=1.C(=O)(O)[O-].[Na+]>C(O)C>[CH3:1][O:2][C:3]1[CH:4]=[CH:5][C:6]([C:9]2[O:10][C:11]([CH3:25])=[C:12]([CH2:14][O:15][C:16]3[CH:17]=[C:18]([NH2:22])[CH:19]=[CH:20][CH:21]=3)[N:13]=2)=[CH:7][CH:8]=1 |f:1.2|. Procedure: A solution of 6.0 g (0.18 mol) of 2-(4-methoxyphenyl)-5-methyl-4-[(3-nitrophenoxy)methyl]oxazole and 20.0 g (0.09 mol) of stannous chloride dihydrate in 150 ml of ethanol is heated to 70° C. for 20 hours. The solution is allowed to cool to room temperature and poured into 2 L of ice water. The mixture is made alkaline by the addition of solid sodium bicarbonate and extracted twice with 500 ml of ethyl acetate. The combined ethyl acetate solution is washed with 500 ml of brine, dried over anhydro... Reactants: FC1=CC(=C(C(=O)NC2=C(C(=O)NC3=NC=C(C=C3)Cl)C=CC=C2)C=C1)OC1CCN(CC1)C(=O)OC(C)(C)C (2-[4-fluoro-2-(1-tert-butoxycarbonylpiperidin-4-yloxy)benzoylamino]-N-(5-chloropyridin-2-yl)benzamide), N1CCOCC1 (morpholine). Solvent: C(Cl)Cl (methylene chloride). Run at temperature 129 celsius. Yields the product N1(CCOCC1)C1=CC(=C(C(=O)NC2=C(C(=O)NC3=NC=C(C=C3)Cl)C=CC=C2)C=C1)OC1CCN(CC1)C(=O)OC(C)(C)C (2-[4-(Morpholin-4-yl)-2-(1-tert-butoxycarbonylpiperidin-4-yloxy)benzoylamino]-N-(5-chloropyridin-2-yl)benzamide). The yield is 57.1%. RXN SMILES: F[C:2]1[CH:26]=[CH:25][C:5]([C:6]([NH:8][C:9]2[CH:24]=[CH:23][CH:22]=[CH:21][C:10]=2[C:11]([NH:13][C:14]2[CH:19]=[CH:18][C:17]([Cl:20])=[CH:16][N:15]=2)=[O:12])=[O:7])=[C:4]([O:27][CH:28]2[CH2:33][CH2:32][N:31]([C:34]([O:36][C:37]([CH3:40])([CH3:39])[CH3:38])=[O:35])[CH2:30][CH2:29]2)[CH:3]=1.[NH:41]1[CH2:46][CH2:45][O:44][CH2:43][CH2:42]1>C(Cl)Cl>[N:41]1([C:2]2[CH:26]=[CH:25][C:5]([C:6]([NH:8][C:9]3[CH:24]=[CH:23][CH:22]=[CH:21][C:10]=3[C:11]([NH:13][C:14]3[CH:19]=[CH:18][C:17]([Cl:20])=[CH:16][N:15]=3)=[O:12])=[O:7])=[C:4]([O:27][CH:28]3[CH2:33][CH2:32][N:31]([C:34]([O:36][C:37]([CH3:40])([CH3:39])[CH3:38])=[O:35])[CH2:30][CH2:29]3)[CH:3]=2)[CH2:46][CH2:45][O:44][CH2:43][CH2:42]1. Procedure: The 2-[4-fluoro-2-(1-tert-butoxycarbonylpiperidin-4-yloxy)benzoylamino]-N-(5-chloropyridin-2-yl)benzamide (203 mg, 0.35 mmol) was diluted with morpholine (4 mL, 45.9 mmol). The mixture was heated to 129° C. for 2 days. The reaction was diluted with methylene chloride (100 mL) and washed with water (2×10 mL). The aqueous layers were combined and extracted with ethyl acetate (100 mL). The organic layers were combined, dried over sodium sulfate, filtered, and concentrated. The crude residue was pur...